Dataset: the Open Reaction Database (ORD), a public repository of structured organic reaction records. Task: describe an organic reaction: reactants, conditions, products, and yield The reactants are Cc1cc(=O)[nH]c(=O)[nH]1, O=[N+]([O-])O, O=S(=O)(O)O. Product: Cc1[nH]c(=O)[nH]c(=O)c1[N+](=O)[O-]. RXN SMILES: [CH3:1][c:2]1[cH:3][c:4](=[O:9])[nH:5][c:6](=[O:8])[nH:7]1.[OH:15][N+:16]([O-:17])=[O:18].[S:10](=[O:11])(=[O:12])([OH:13])[OH:14]>>[CH3:1][c:2]1[c:3]([N+:16](=[O:15])[O-:17])[c:4](=[O:9])[nH:5][c:6](=[O:8])[nH:7]1. Product: NCCCCC(CC(C(=O)OC)(C)C)CCCC=1C=NC=CC1 (methyl 8-amino-2,2-dimethyl-4-(3-[3-pyridyl)propyl]-octanoate). Procedure details: The crude azide (1.29 g) is dissolved in 7 ml dry tetrahydrofuran, and 0.82 g (3.1 mmol) triphenylphosphine is added followed by two boiling stones and 0.08 ml (4.4 mmol) water. The solution is stirred for 14 h. An additional 0.82 g triphenylphosphine and 0.08 ml water are added and the mixture is stirred for another 5 h. The reaction mixture is concentrated under vacuum and then purified by silica gel chromatography using first ethyl acetate to remove nonpolar impurities and triphenylphosphine ... Reactants: N(=[N+]=[N-])CCCCC(CC(C(=O)OC)(C)C)CCCC=1C=NC=CC1 (methyl 8-azido-2,2-dimethyl-4-[3-(3-pyridyl)propyl]-octanoate), C1(=CC=CC=C1)P(C1=CC=CC=C1)C1=CC=CC=C1 (triphenylphosphine), O (water), C1(=CC=CC=C1)P(C1=CC=CC=C1)C1=CC=CC=C1 (triphenylphosphine), O (water). The solvent is O1CCCC1 (tetrahydrofuran). Reaction conditions: time 14 hour. As a reaction SMILES: [N:1]([CH2:4][CH2:5][CH2:6][CH2:7][CH:8]([CH2:17][CH2:18][CH2:19][C:20]1[CH:21]=[N:22][CH:23]=[CH:24][CH:25]=1)[CH2:9][C:10]([CH3:16])([CH3:15])[C:11]([O:13][CH3:14])=[O:12])=[N+]=[N-].C1(P(C2C=CC=CC=2)C2C=CC=CC=2)C=CC=CC=1.O>O1CCCC1>[NH2:1][CH2:4][CH2:5][CH2:6][CH2:7][CH:8]([CH2:17][CH2:18][CH2:19][C:20]1[CH:21]=[N:22][CH:23]=[CH:24][CH:25]=1)[CH2:9][C:10]([CH3:16])([CH3:15])[C:11]([O:13][CH3:14])=[O:12].